Dataset: the Open Reaction Database (ORD), a public repository of structured organic reaction records. Task: describe an organic reaction: reactants, conditions, products, and yield The reactants are N1C=CC(C2=CC=CC=C12)=O (1H-Quinolin-4-one), [OH-].[K+] (KOH), II (iodine). The solvent is CN(C)C=O (DMF). Yields the product IC1=CNC2=CC=CC=C2C1=O (3-iodo-1H-quinolin-4-one). Reaction SMILES: [NH:1]1[C:10]2[C:5](=[CH:6][CH:7]=[CH:8][CH:9]=2)[C:4](=[O:11])[CH:3]=[CH:2]1.[OH-].[K+].[I:14]I>CN(C=O)C>[I:14][C:3]1[C:4](=[O:11])[C:5]2[C:10](=[CH:9][CH:8]=[CH:7][CH:6]=2)[NH:1][CH:2]=1 |f:1.2|. Reported procedure: 1H-Quinolin-4-one (2.90 g, 20 mmol, 1 equiv) in 5 mL of DMF was treated with 1.12 g of KOH (2 equiv) and 5.30 g of iodine (1.05 equiv) for 2 hours. The reaction was quenched by slow addition of saturated aqueous solution of Na2S2O3. Filtration gave 3-iodo-1H-quinolin-4-one as an off-white solid. Starting materials: BrC1=CC=C(C=C1)[C@H](C)N1C(O[C@](CC1)(C1=CC=CC=C1)CC(C)(C)O)=O ((S)-3-((S)-1-(4-bromophenyl)ethyl)-6-(2-hydroxy-2-methylpropyl)-6-phenyl-1,3-oxazinan-2-one), OC(C#C)(C)C (3-hydroxy-3-methyl-1-butyne). Reagents/catalysts: Cl[Pd]([P](C1=CC=CC=C1)(C2=CC=CC=C2)C3=CC=CC=C3)([P](C4=CC=CC=C4)(C5=CC=CC=C5)C6=CC=CC=C6)Cl (PdCl2(PPh3)2), [Cu]I (CuI). Solvent: CCN(CC)CC (Et3N). Run at temperature 100 celsius. Yields the product OC(C[C@@]1(CCN(C(O1)=O)[C@@H](C)C1=CC=C(C=C1)C#CC(C)(C)O)C1=CC=CC=C1)(C)C ((S)-6-(2-hydroxy-2-methylpropyl)-3-((S)-1-(4-(3-hydroxy-3-methylbut-1-ynyl)phenyl)ethyl)-6-phenyl-1,3-oxazinan-2-one). Isolated yield 88.6%. RXN SMILES: Br[C:2]1[CH:7]=[CH:6][C:5]([C@@H:8]([N:10]2[CH2:15][CH2:14][C@:13]([CH2:22][C:23]([OH:26])([CH3:25])[CH3:24])([C:16]3[CH:21]=[CH:20][CH:19]=[CH:18][CH:17]=3)[O:12][C:11]2=[O:27])[CH3:9])=[CH:4][CH:3]=1.[OH:28][C:29]([CH3:33])([CH3:32])[C:30]#[CH:31]>[Cu]I.Cl[Pd](Cl)([P](C1C=CC=CC=1)(C1C=CC=CC=1)C1C=CC=CC=1)[P](C1C=CC=CC=1)(C1C=CC=CC=1)C1C=CC=CC=1.CCN(CC)CC>[OH:26][C:23]([CH3:25])([CH3:24])[CH2:22][C@@:13]1([C:16]2[CH:21]=[CH:20][CH:19]=[CH:18][CH:17]=2)[O:12][C:11](=[O:27])[N:10]([C@H:8]([C:5]2[CH:6]=[CH:7][C:2]([C:31]#[C:30][C:29]([OH:28])([CH3:33])[CH3:32])=[CH:3][CH:4]=2)[CH3:9])[CH2:15][CH2:14]1 |^1:38,57|. Reported procedure: A microwave vial was charged with (S)-3-((S)-1-(4-bromophenyl)ethyl)-6-(2-hydroxy-2-methylpropyl)-6-phenyl-1,3-oxazinan-2-one (216 mg, 0.50 mmol), 3-hydroxy-3-methyl-1-butyne (0.24 mL, 2.50 mmol), CuI (9.5 mg, 0.05 mmol) and Et3N (4 mL). The mixture was sparged with N2 for 5 min and PdCl2(PPh3)2 (21 mg, 0.03 mmol) was added. The mixture was sparged with N2 for 5 min and heated at 100° C. for 2 h in the microwave. The mixture was diluted with EtOAc (200 mL), washed with 5% aq HCl (2×30 mL), satd ... Starting materials: CC1=NC=C(C(=O)O)C=C1 (6-methylnicotinic acid), C(C)(C)(C)O (t-butyl alcohol), Cl.C(C)N=C=NCCCN(C)C (1-ethyl-3-(3-dimethylaminopropyl)carbodiimide hydrochloride). The reagents and catalysts are CN(C1=CC=NC=C1)C (4-dimethylaminopyridine). Run in ClCCl (dichloromethane). Conditions: time 2 day. The product is CC1=NC=C(C(=O)OC(C)(C)C)C=C1 (t-butyl 6-methylnicotinate). Yield: 44.6%. As a reaction SMILES: [CH3:1][C:2]1[CH:10]=[CH:9][C:5]([C:6]([OH:8])=[O:7])=[CH:4][N:3]=1.[C:11](O)([CH3:14])([CH3:13])[CH3:12].Cl.C(N=C=NCCCN(C)C)C>CN(C)C1C=CN=CC=1.ClCCl>[CH3:1][C:2]1[CH:10]=[CH:9][C:5]([C:6]([O:8][C:11]([CH3:14])([CH3:13])[CH3:12])=[O:7])=[CH:4][N:3]=1 |f:2.3|. Reported procedure: A mixture of 11.3 g of 6-methylnicotinic acid, 5.0 g of 4-dimethylaminopyridine, 18.3 g of t-butyl alcohol, 22.4 g of 1-ethyl-3-(3-dimethylaminopropyl)carbodiimide hydrochloride, and 280 ml of dichloromethane is stirred at room temperature for 2 days. The reaction mixture is washed with water, dried over magnesium sulfate, and concentrated. The residue is chromatographed on silica gel with chloroform to give 7.1 g of t-butyl 6-methylnicotinate as an oil. Starting materials: CC(C)(C)OC(=O)N1CCN(CC#N)CC1, ClCCl, O=C(O)C(F)(F)F. Product: N#CCN1CCNCC1. As a reaction SMILES: [C:1]([O:2][C:3](=[O:4])[N:8]1[CH2:9][CH2:10][N:11]([CH2:14][C:15]#[N:16])[CH2:12][CH2:13]1)([CH3:5])([CH3:6])[CH3:7].[Cl:24][CH2:25][Cl:26].[F:17][C:18]([F:19])([F:20])[C:21]([OH:22])=[O:23]>>[NH:8]1[CH2:9][CH2:10][N:11]([CH2:14][C:15]#[N:16])[CH2:12][CH2:13]1.